Dataset: the Open Reaction Database (ORD), a public repository of structured organic reaction records. Task: describe an organic reaction: reactants, conditions, products, and yield Starting materials: N(=[N+]=[N-])CC(=O)NC1=CC=C(C=C1)S(=O)(=O)C1=CC(=CC=C1)Cl (2-azido-4'-(m-chlorophenylsulfonyl)acetanilide), [H][H] (hydrogen). The reagents and catalysts are [Ni] (Raney nickel). The solvent is O1CCOCC1 (p-dioxane), C(C)O (ethanol). The product is NCC(=O)NC1=CC=C(C=C1)S(=O)(=O)C1=CC(=CC=C1)Cl (2-Amino-4'-(m-chlorophenylsulfonyl)acetanilide). Isolated yield 55.8%. RXN SMILES: [N:1]([CH2:4][C:5]([NH:7][C:8]1[CH:13]=[CH:12][C:11]([S:14]([C:17]2[CH:22]=[CH:21][CH:20]=[C:19]([Cl:23])[CH:18]=2)(=[O:16])=[O:15])=[CH:10][CH:9]=1)=[O:6])=[N+]=[N-].[H][H]>[Ni].O1CCOCC1.C(O)C>[NH2:1][CH2:4][C:5]([NH:7][C:8]1[CH:9]=[CH:10][C:11]([S:14]([C:17]2[CH:22]=[CH:21][CH:20]=[C:19]([Cl:23])[CH:18]=2)(=[O:16])=[O:15])=[CH:12][CH:13]=1)=[O:6]. Procedure details: A mixture of 12 g of 2-azido-4'-(m-chlorophenylsulfonyl)acetanilide and 8 ml of Raney nickel in 150 ml of p-dioxane and 50 ml of ethanol was hydrogenated in a Parr shaker with an initial pressure of 30 psi of hydrogen for 2 hours. The mixture was filtered through a celite pad and the volatiles removed from the filtrate. The residue was crystallized from p-dioxane, giving 6.2 g of the desired product, mp 195°-196° C. Product: N#Cc1cnc(Nc2cc(N3CCN(CC(=O)NC4CC4)CC3)ncn2)s1. Reaction SMILES: [Br:21][CH2:22][C:23](=[O:24])[NH:25][CH:26]1[CH2:27][CH2:28]1.[C:29](=[O:30])([O-:31])[O-:32].[N:1]1([c:7]2[cH:8][c:9]([NH:13][c:14]3[s:15][c:16]([C:19]#[N:20])[cH:17][n:18]3)[n:10][cH:11][n:12]2)[CH2:2][CH2:3][NH:4][CH2:5][CH2:6]1.[Na+:33].[Na+:34]>>[N:1]1([c:7]2[cH:8][c:9]([NH:13][c:14]3[s:15][c:16]([C:19]#[N:20])[cH:17][n:18]3)[n:10][cH:11][n:12]2)[CH2:2][CH2:3][N:4]([CH2:22][C:23](=[O:24])[NH:25][CH:26]2[CH2:27][CH2:28]2)[CH2:5][CH2:6]1. Starting materials: O=C(CBr)NC1CC1, O=C([O-])[O-], N#Cc1cnc(Nc2cc(N3CCNCC3)ncn2)s1, [Na+], [Na+]. Reactants: 1(R)-O-Methanesulfonyl-3(S)-phthalimido-cyclopentane, C([O-])([O-])=O.[Cs+].[Cs+] (cesium carbonate), C(#N)C=1N(C(N(C1C1=CNC2=CC=CC=C12)C1=CN(C2=CC=CC=C12)C)=O)CC1=C(C=C(C=C1)OC)OC (4-cyano-3-(2,4-dimethoxybenzyl)-5-(3-indolyl)-1-(1-methyl-3-indolyl)-2,3-dihydroimidazol-2-one), CN(C)C=O (DMF). Conditions: time 2 hour. Product: C(#N)C=1N(C(N(C1C1=CN(C2=CC=CC=C12)[C@@H]1C[C@H](CC1)N1C(C2=CC=CC=C2C1=O)=O)C1=CN(C2=CC=CC=C12)C)=O)CC1=C(C=C(C=C1)OC)OC (4-Cyano-3-(2,4-dimethoxybenzyl)-5-{1(S)-[3(S)-(1,3-dioxo-1,3-dihydroisoindol-2-yl)-cyclopentyl]-3-indolyl}-1-(1-methyl-3-indolyl)-2,3-dihydroimidazol-2-one). Yield: 54.0%. Reaction SMILES: [C:1](=[O:4])([O-])[O-].[Cs+].[Cs+].[C:7]([C:9]1[N:10]([CH2:34][C:35]2[CH:40]=[CH:39][C:38]([O:41][CH3:42])=[CH:37][C:36]=2[O:43][CH3:44])[C:11](=[O:33])[N:12]([C:23]2[C:31]3[C:26](=[CH:27][CH:28]=[CH:29][CH:30]=3)[N:25]([CH3:32])[CH:24]=2)[C:13]=1[C:14]1[C:22]2[C:17](=[CH:18][CH:19]=[CH:20][CH:21]=2)[NH:16][CH:15]=1)#[N:8].[CH3:45][N:46]([CH:48]=[O:49])C>>[C:7]([C:9]1[N:10]([CH2:34][C:35]2[CH:40]=[CH:39][C:38]([O:41][CH3:42])=[CH:37][C:36]=2[O:43][CH3:44])[C:11](=[O:33])[N:12]([C:23]2[C:31]3[C:26](=[CH:27][CH:28]=[CH:29][CH:30]=3)[N:25]([CH3:32])[CH:24]=2)[C:13]=1[C:14]1[C:22]2[C:17](=[CH:18][CH:19]=[CH:20][CH:21]=2)[N:16]([C@H:9]2[CH2:13][CH2:14][C@H:45]([N:46]3[C:48](=[O:49])[C:22]4[C:17](=[CH:18][CH:19]=[CH:20][CH:21]=4)[C:1]3=[O:4])[CH2:7]2)[CH:15]=1)#[N:8] |f:0.1.2|. Reported procedure: Two portions of totally 0.72 g (2.33 mmol) of 1(R)-O-Methanesulfonyl-3(S)-phthalimido-cyclopentane and two portions of totally 1.33 g (4.05 mmol) of cesium carbonate were added within 1.5 hours, to a stirred solution of 0.26 g (0.51 mmol) 4-cyano-3-(2,4-dimethoxybenzyl)-5-(3-indolyl)-1-(1-methyl-3-indolyl)-2,3-dihydroimidazol-2-one in 3 ml of dry DMF at 70° C. After an additional 2 hours, the reaction mixture was cooled to room temperature and partitioned between ethyl acetate and saturated brin...